Dataset: the Open Reaction Database (ORD), a public repository of structured organic reaction records. Task: describe an organic reaction: reactants, conditions, products, and yield Starting materials: O=C([O-])[O-], CCN(Cc1cc(S(C)(=O)=O)ccc1OS(=O)(=O)C(F)(F)F)C(=O)OCc1ccccc1, CCOC(=O)Cc1ccc(OC)c(B2OC(C)(C)C(C)(C)O2)c1, [Cs+], [Cs+], CN(C)C=O. Product: CCOC(=O)Cc1ccc(OC)c(-c2ccc(S(C)(=O)=O)cc2CN(CC)C(=O)OCc2ccccc2)c1. Reaction SMILES: [C:56](=[O:57])([O-:58])[O-:59].[CH2:1]([c:2]1[cH:3][cH:4][cH:5][cH:6][cH:7]1)[O:8][C:9](=[O:10])[N:11]([CH2:12][CH3:13])[CH2:14][c:15]1[c:16]([O:25][S:26]([C:27]([F:28])([F:29])[F:30])(=[O:31])=[O:32])[cH:17][cH:18][c:19]([S:21](=[O:22])(=[O:23])[CH3:24])[cH:20]1.[CH2:33]([CH3:34])[O:35][C:36]([CH2:37][c:38]1[cH:39][c:40]([B:46]2[O:47][C:48]([CH3:49])([CH3:50])[C:51]([CH3:52])([CH3:53])[O:54]2)[c:41]([O:44][CH3:45])[cH:42][cH:43]1)=[O:55].[Cs+:60].[Cs+:61].[O:62]=[CH:63][N:64]([CH3:65])[CH3:66]>>[CH2:1]([c:2]1[cH:3][cH:4][cH:5][cH:6][cH:7]1)[O:8][C:9](=[O:10])[N:11]([CH2:12][CH3:13])[CH2:14][c:15]1[c:16](-[c:40]2[cH:39][c:38]([CH2:37][C:36]([O:35][CH2:33][CH3:34])=[O:55])[cH:43][cH:42][c:41]2[O:44][CH3:45])[cH:17][cH:18][c:19]([S:21](=[O:22])(=[O:23])[CH3:24])[cH:20]1. Reactants: Cl.C(C)OC(CCN)=O (β-alanine ethyl ester hydrochloride), ClC1=CC=C(C=C1)CC(C)=O (4-chlorophenylacetone), C(C)(=O)O (acetic acid). Solvent: C(C)O (ethanol), C(C)N(CC)CC (triethylamine). Run at temperature 60 celsius, time 30 minute. Product: ClC1=CC=C(C=C1)CC(C)NCCC(=O)OCC (Ethyl N-[1-(4-chlorophenyl)-2-propanyl]-β-alaninate). The yield is 96.8%. As a reaction SMILES: Cl.[CH2:2]([O:4][C:5](=[O:9])[CH2:6][CH2:7][NH2:8])[CH3:3].[Cl:10][C:11]1[CH:16]=[CH:15][C:14]([CH2:17][C:18](=O)[CH3:19])=[CH:13][CH:12]=1.C(O)(=O)C>C(O)C.C(N(CC)CC)C>[Cl:10][C:11]1[CH:16]=[CH:15][C:14]([CH2:17][CH:18]([NH:8][CH2:7][CH2:6][C:5]([O:4][CH2:2][CH3:3])=[O:9])[CH3:19])=[CH:13][CH:12]=1 |f:0.1|. Procedure details: To a solution of β-alanine ethyl ester hydrochloride (1.00 g) in ethanol (13.5 mL), triethylamine (907 μL), 4-chlorophenylacetone (1.32 g), acetic acid (1.5 mL) and borane-2-picoline complex (1.39 g) were added successively and the mixture was stirred at 60° C. for 30 minutes. After being cooled to room temperature, the mixture was concentrated under reduced pressure. To the resulting residue, a saturated aqueous solution of sodium hydrogencarbonate was added and the mixture was extracted with c... Starting materials: CCn1cc(C(=O)O)c(=O)c2cc(F)c(F)cc21, NC1CCCCC1N, c1ccncc1. Product: CCn1cc(C(=O)O)c(=O)c2cc(F)c(NC3CCCCC3N)cc21. RXN SMILES: [CH2:1]([CH3:2])[n:3]1[cH:4][c:5]([C:16](=[O:17])[OH:18])[c:6](=[O:15])[c:7]2[cH:8][c:9]([F:14])[c:10]([F:13])[cH:11][c:12]12.[NH2:19][CH:20]1[CH:21]([NH2:26])[CH2:22][CH2:23][CH2:24][CH2:25]1.[cH:27]1[cH:28][cH:29][n:30][cH:31][cH:32]1>>[CH2:1]([CH3:2])[n:3]1[cH:4][c:5]([C:16](=[O:17])[OH:18])[c:6](=[O:15])[c:7]2[cH:8][c:9]([F:14])[c:10]([NH:26][CH:21]3[CH:20]([NH2:19])[CH2:25][CH2:24][CH2:23][CH2:22]3)[cH:11][c:12]12. Starting materials: COc1cccc(N)c1, CN(C)C=O, CCOC(C)=O, C(=NC1CCCCC1)=NC1CCCCC1, On1nnc2ccccc21, O=C(O)C1CSC(c2cccnc2)N1. Product: COc1cccc(NC(=O)C2CSC(c3cccnc3)N2)c1. RXN SMILES: [CH3:15][O:16][c:17]1[cH:18][c:19]([NH2:23])[cH:20][cH:21][cH:22]1.[CH3:49][N:50]([CH3:51])[CH:52]=[O:53].[CH3:54][CH2:55][O:56][C:57](=[O:58])[CH3:59].[CH:24]1([N:25]=[C:26]=[N:27][CH:28]2[CH2:29][CH2:30][CH2:31][CH2:32][CH2:33]2)[CH2:34][CH2:35][CH2:36][CH2:37][CH2:38]1.[OH:39][n:40]1[c:41]2[cH:42][cH:43][cH:44][cH:45][c:46]2[n:47][n:48]1.[n:1]1[cH:2][c:3]([CH:7]2[S:8][CH2:9][CH:10]([C:12](=[O:13])[OH:14])[NH:11]2)[cH:4][cH:5][cH:6]1>>[n:1]1[cH:2][c:3]([CH:7]2[S:8][CH2:9][CH:10]([C:12](=[O:14])[NH:23][c:19]3[cH:18][c:17]([O:16][CH3:15])[cH:22][cH:21][cH:20]3)[NH:11]2)[cH:4][cH:5][cH:6]1. Reactants: solution, C[Si](C)(C)C=[N+]=[N-] ((trimethylsilyl)diazomethane), OCC(C(=O)O)(C)CO (3-hydroxy-2-(hydroxymethyl)-2-methylpropanoic acid). Solvent: C(C)OCC (diethyl ether), CO (MeOH). Reaction conditions: time 8 hour. Product: OCC(C(=O)OC)(C)CO (methyl 3-hydroxy-2-(hydroxymethyl)-2-methylpropanoate). Yield: 34.0%. As a reaction SMILES: [OH:1][CH2:2][C:3]([CH2:8][OH:9])([CH3:7])[C:4]([OH:6])=[O:5].[CH3:10][Si](C=[N+]=[N-])(C)C>CO.C(OCC)C>[OH:1][CH2:2][C:3]([CH2:8][OH:9])([CH3:7])[C:4]([O:6][CH3:10])=[O:5]. Reported procedure: To a suspension of 3-hydroxy-2-(hydroxymethyl)-2-methylpropanoic acid (10.06 g, 75 mmol) in MeOH was dropped 2.0 M solution of (trimethylsilyl)diazomethane in diethyl ether and stirred at room temperature overnight. After solvent was concentrated under reduced pressure, the reaction was quenched with saturated NaHCO3 solution and extracted with CH2Cl2. Extracts were dried over MgSO4 and concentrated under reduced pressure to afford methyl 3-hydroxy-2-(hydroxymethyl)-2-methylpropanoate as an oil ... Starting materials: C(C)(=O)OC1=CC=C2C(=N1)N(C=C2)C(C)=O (1-acetyl-1H-pyrrolo[2,3-b]pyridin-6-yl acetate), C(=O)([O-])[O-].[K+].[K+] (K2CO3). Solvent: CO.O (MeOH H2O). Conditions: time 12 hour. Product: N1C=CC=2C1=NC(=CC2)O (1H-pyrrolo[2,3-b]pyridin-6-ol). Isolated yield 59.9%. As a reaction SMILES: C([O:4][C:5]1[N:10]=[C:9]2[N:11](C(=O)C)[CH:12]=[CH:13][C:8]2=[CH:7][CH:6]=1)(=O)C.C([O-])([O-])=O.[K+].[K+]>CO.O>[NH:11]1[C:9]2=[N:10][C:5]([OH:4])=[CH:6][CH:7]=[C:8]2[CH:13]=[CH:12]1 |f:1.2.3,4.5|. Procedure: A mixture of 1-acetyl-1H-pyrrolo[2,3-b]pyridin-6-yl acetate (0.635 g, 2.9 mmol) and K2CO3 (1.6 g, 12 mmol) in MeOH/H2O (20 mL/20 mL) was stirred at room temperature for 12 h. The reaction mixture was concentrated to half its volume and extracted with CHCl3. The organic layer was dried over anhydrous MgSO4 and evaporated to give a residue, which was further purified on a silica gel column to give 1H-pyrrolo[2,3-b]pyridin-6-ol (0.233 g, 60%). Reactants: ClC(=C[C@H]1C([C@H]1C(=O)O)(C)C)C(F)(F)F (cis-3-(2-chloro-3,3,3-trifluoro-1-propenyl)-2,2-dimethylcyclopropanecarboxylic acid), C(C(=O)Cl)(=O)Cl (oxalyl chloride). Solvent: C1(=CC=CC=C1)C (toluene), C1(=CC=CC=C1)C (toluene). Run at temperature 80 celsius. Yields the product ClC(=C[C@H]1C([C@H]1C(=O)Cl)(C)C)C(F)(F)F (cis-3-(2-chloro-3,3,3-trifluoro-1-propenyl)-2,2-dimethylcyclopropanecarbonyl chloride). Yield: 78.5%. Reaction SMILES: [Cl:1][C:2]([C:12]([F:15])([F:14])[F:13])=[CH:3][C@@H:4]1[C@H:6]([C:7](O)=[O:8])[C:5]1([CH3:11])[CH3:10].C(Cl)(=O)C([Cl:19])=O>C1(C)C=CC=CC=1>[Cl:1][C:2]([C:12]([F:15])([F:14])[F:13])=[CH:3][C@@H:4]1[C@H:6]([C:7]([Cl:19])=[O:8])[C:5]1([CH3:11])[CH3:10]. Procedure details: A stirred solution of 10.0 g (0.04 mole) of cis-3-(2-chloro-3,3,3-trifluoro-1-propenyl)-2,2-dimethylcyclopropanecarboxylic acid in 100 ml of toluene was heated to 80° C. To this solution at 80° C. was added dropwise over 10 minutes a solution of 10.5 g (0.08 mole) of oxalyl chloride in 5 ml of toluene, and the whole heated at 80° C. for 26 hours. The toluene and excess oxalyl chloride were removed by distillation to give a residual oil which was distilled under reduced pressure using a Kugelrohr... Starting materials: OCCC1=CCc2ccccc21, CC(=O)CI, c1ccccc1. The product is CC1(CI)OCCC2=C1Cc1ccccc12. Reaction SMILES: [CH2:1]1[CH:2]=[C:3]([CH2:10][CH2:11][OH:12])[c:4]2[cH:5][cH:6][cH:7][cH:8][c:9]21.[I:13][CH2:14][C:15]([CH3:16])=[O:17].[cH:18]1[cH:19][cH:20][cH:21][cH:22][cH:23]1>>[CH2:1]1[C:2]2=[C:3]([c:4]3[cH:5][cH:6][cH:7][cH:8][c:9]31)[CH2:10][CH2:11][O:12][C:15]2([CH2:14][I:13])[CH3:16]. Reactants: O=C1CCC(=O)N1Br, ClC(Cl)(Cl)Cl, Cc1ccccc1N(C)C#N, CC(C)(C#N)N=NC(C)(C)C#N. As a reaction SMILES: [Br:12][N:13]1[C:14](=[O:15])[CH2:16][CH2:17][C:18]1=[O:19].[C:32]([Cl:33])([Cl:34])([Cl:35])[Cl:36].[CH3:1][c:2]1[c:3]([N:8]([C:9]#[N:10])[CH3:11])[cH:4][cH:5][cH:6][cH:7]1.[N:20]([C:21]([CH3:22])([CH3:23])[C:24]#[N:25])=[N:26][C:27]([CH3:28])([CH3:29])[C:30]#[N:31]>>[CH2:1]([c:2]1[c:3]([N:8]([C:9]#[N:10])[CH3:11])[cH:4][cH:5][cH:6][cH:7]1)[Br:12]. The product is CN(C#N)c1ccccc1CBr. The reactants are OC[C@H]1CCC(N1)=O ((R)-5-hydroxymethyl-2-pyrrolidinone), C([O-])(O)=O.[Na+] (sodium bicarbonate), COC(C)(C)OC (2,2-dimethoxypropane), C12(C(=O)CC(CC1)C2(C)C)CS(=O)(=O)O (camphorsulfonic acid). Solvent: O (water). Reaction conditions: temperature 75 celsius. The product is CC1(OC[C@@H]2N1C(CC2)=O)C ((R)-3,3-dimethyltetrahydropyrrolo[1,2-c]oxazol-5(3H)-one). Yield: 1198.3%. As a reaction SMILES: [OH:1][CH2:2][C@@H:3]1[NH:7][C:6](=[O:8])[CH2:5][CH2:4]1.CO[C:11](OC)([CH3:13])[CH3:12].C12(CS(O)(=O)=O)C(C)(C)C(CC1)CC2=O.C(=O)(O)[O-].[Na+]>O>[CH3:12][C:11]1([CH3:13])[N:7]2[C:6](=[O:8])[CH2:5][CH2:4][C@@H:3]2[CH2:2][O:1]1 |f:3.4|. Reported procedure: To a mixture consisting of (R)-5-hydroxymethyl-2-pyrrolidinone (20 g, 174 mmol) in 2,2-dimethoxypropane (1.4 L, 11.400 mmol) was added camphorsulfonic acid (1.0 g, 4.3 mmol). The stirring mixture was heated to 75° C. for 20 hours. The reaction mixture was treated with a saturated aqueous solution of sodium bicarbonate, diluted with water, and extracted with ethyl acetate. The combined organic phase was washed with a saturated aqueous solution of sodium chloride, dried over sodium sulfate, filter...